Dataset: the Open Reaction Database (ORD), a public repository of structured organic reaction records. Task: describe an organic reaction: reactants, conditions, products, and yield The reactants are C1CCOC1, CNO, O=[N+]([O-])c1ccc(Oc2ncc(C(F)(F)F)cc2Cl)cc1[N+](=O)[O-], [K+], [K+], O=C([O-])[O-]. Product: CN(O)c1cc(Oc2ncc(C(F)(F)F)cc2Cl)ccc1[N+](=O)[O-]. As a reaction SMILES: [CH2:34]1[O:35][CH2:36][CH2:37][CH2:38]1.[CH3:25][NH:26][OH:27].[Cl:1][c:2]1[c:3]([O:12][c:13]2[cH:14][c:15]([N+:22](=[O:23])[O-:24])[c:16]([N+:19](=[O:20])[O-:21])[cH:17][cH:18]2)[n:4][cH:5][c:6]([C:8]([F:9])([F:10])[F:11])[cH:7]1.[K+:28].[K+:29].[O-:30][C:31]([O-:32])=[O:33]>>[Cl:1][c:2]1[c:3]([O:12][c:13]2[cH:14][c:15]([N:22]([OH:23])[CH3:25])[c:16]([N+:19](=[O:20])[O-:21])[cH:17][cH:18]2)[n:4][cH:5][c:6]([C:8]([F:9])([F:10])[F:11])[cH:7]1. Reactants: O=C1N2[C@H](C=3N(C4=C1C=CC=C4)C=NC3C(=O)O)CCC2 ((S)-11,12,13,13a-tetrahydro-9-oxo-9H-imidazo[1,5-a]pyrrolo[2,1-c][1,4]benzodiazepine-1-carboxylic acid), N,N'-carbonyldiimidazole, C1(CC1)C(N)=NO (cyclopropanecarboxamidoxime). Run in CN(C=O)C (N,N-dimethylformamide). Product: C1(CC1)C1=NOC(=N1)C=1N=CN2C1[C@H]1N(C(C3=C2C=CC=C3)=O)CCC1 ((S)-1-(3-cyclopropyl-1,2,4-oxadiazol-5-yl)-11,12,13,13a-tetrahydro-9H-imidazo[1,5-a]pyrrolo[2,1-c][1,4]benzodiazepin-9-one). RXN SMILES: [O:1]=[C:2]1[C:8]2[CH:9]=[CH:10][CH:11]=[CH:12][C:7]=2[N:6]2[CH:13]=[N:14][C:15]([C:16](O)=[O:17])=[C:5]2[C@@H:4]2[CH2:19][CH2:20][CH2:21][N:3]12.[CH:22]1([C:25](=[N:27]O)[NH2:26])[CH2:24][CH2:23]1>CN(C)C=O>[CH:22]1([C:25]2[N:27]=[C:16]([C:15]3[N:14]=[CH:13][N:6]4[C:7]5[CH:12]=[CH:11][CH:10]=[CH:9][C:8]=5[C:2](=[O:1])[N:3]5[CH2:21][CH2:20][CH2:19][C@H:4]5[C:5]=34)[O:17][N:26]=2)[CH2:24][CH2:23]1. Procedure details: 7.70 g (2.72 mmol) of (S)-11,12,13,13a-tetrahydro-9-oxo-9H-imidazo[1,5-a]pyrrolo[2,1-c][1,4]benzodiazepine-1-carboxylic acid in 40 ml of N,N-dimethylformamide are stirred at room temperature for 10 minutes and at 85° for 20 minutes with 4.41 g (27.2 mmol) of N,N'-carbonyldiimidazole. 2.72 g (27.2 mmol) of cyclopropanecarboxamidoxime are subsequently added thereto and the mixture is stirred at 110° for a further hour. After removing the N,N-dimethylformamide the residue is stirred in 30 ml of ace... The reactants are NC=1C(=NC2=CC(=C(C(=C2N1)N(S(=O)(=O)C)CC)Cl)C(F)(F)F)OC (N-(3-amino-6-chloro-7-trifluoromethyl-2-methoxyquinoxalin-5-yl)-N-ethyl-methanesulphonamide), Cl (hydrochloric acid), O1CCOCC1 (dioxane). Yields the product ClC=1C(=C2NC(C(NC2=CC1C(F)(F)F)=O)=O)N(S(=O)(=O)C)CC (N-(1,4-Dihydro-6-chloro-7-trifluoromethyl-2.3-dioxoquinoxaline-5-yl)-N-ethylmethanesulphonamide). Isolated yield 48.0%. As a reaction SMILES: N[C:2]1[C:3]([O:24]C)=[N:4][C:5]2[C:10]([N:11]=1)=[C:9]([N:12]([CH2:17][CH3:18])[S:13]([CH3:16])(=[O:15])=[O:14])[C:8]([Cl:19])=[C:7]([C:20]([F:23])([F:22])[F:21])[CH:6]=2.Cl.[O:27]1CCOCC1>>[Cl:19][C:8]1[C:9]([N:12]([CH2:17][CH3:18])[S:13]([CH3:16])(=[O:15])=[O:14])=[C:10]2[C:5](=[CH:6][C:7]=1[C:20]([F:21])([F:22])[F:23])[NH:4][C:3](=[O:24])[C:2](=[O:27])[NH:11]2. Procedure details: A mixture of N-(3-amino-6-chloro-7-trifluoromethyl-2-methoxyquinoxalin-5-yl)-N-ethyl-methanesulphonamide (step (a) above, 70 mg, 0.18 mmol), 2M hydrochloric acid (3 ml) and dioxane (6 ml) was heated at reflux for 2 h, cooled and concentrated under reduced pressure. The residue was suspended in water, filtered and the solid was washed with water. After being dried, the title compound (33 mg, 48%) was obtained as a white solid, m.p. >300° C. Starting materials: C1(=CC=CC=C1)O (phenol), ClC(=O)OC1=CC=CC=C1 (phenyl chloroformate). The reagents and catalysts are [O-2].[O-2].[Ti+4] (titanium dioxide). Product: C(OC1=CC=CC=C1)(OC1=CC=CC=C1)=O (diphenyl carbonate). RXN SMILES: [C:1]1([OH:7])[CH:6]=[CH:5][CH:4]=[CH:3][CH:2]=1.Cl[C:9]([O:11][C:12]1[CH:17]=[CH:16][CH:15]=[CH:14][CH:13]=1)=[O:10]>[O-2].[O-2].[Ti+4]>[C:9](=[O:10])([O:11][C:12]1[CH:17]=[CH:16][CH:15]=[CH:14][CH:13]=1)[O:7][C:1]1[CH:6]=[CH:5][CH:4]=[CH:3][CH:2]=1 |f:2.3.4|. Procedure: Example 1 was repeated at 140° C. with 14.1 g of a granular (4 to 5 mm diameter) titanium dioxide, Calsicat 20503, from the Calsicat company. After 2 h reaction time, the phenol conversion was 7.2%, whereby 0.8 g phenyl chloroformate and 11.0 g diphenyl carbonate were formed. The selectivity to carbonate esters was >99%. Procedure: A mixture of 5-oxo-pyrrolidine-2-carboxylic acid (5 g, 38.7 mmol) and Amberlyst® 15 (5 g) in MeOH (50 ml) was refluxed for 20 hours. After cooling, the reaction was filtered and the solvent removed under vacuum to afford the title compound (4.9 g, 90% yield) that was used without further purification in the next step. As a reaction SMILES: [O:1]=[C:2]1[NH:6][CH:5]([C:7]([OH:9])=[O:8])[CH2:4][CH2:3]1.[CH3:10]O>>[CH3:10][O:8][C:7]([CH:5]1[CH2:4][CH2:3][C:2](=[O:1])[NH:6]1)=[O:9]. The reactants are O=C1CCC(N1)C(=O)O (5-oxo-pyrrolidine-2-carboxylic acid), 15, CO (MeOH). Yield: 90.0%. Product: COC(=O)C1NC(CC1)=O (5-Oxo-pyrrolidine-2-carboxylic acid methyl ester). As a reaction SMILES: [CH3:1][N:2]([CH3:20])[C:3]([C:5]1[O:6][C:7]2[C:13]([N:14]3[CH2:19][CH2:18][NH:17][CH2:16][CH2:15]3)=[CH:12][CH:11]=[CH:10][C:8]=2[CH:9]=1)=[O:4].CC1C=CC(S(O[CH2:32][CH2:33][C:34]2[C:39]([O:40][CH3:41])=[CH:38][CH:37]=[CH:36][N:35]=2)(=O)=O)=CC=1>>[CH3:41][O:40][C:39]1[C:34]([CH2:33][CH2:32][N:17]2[CH2:18][CH2:19][N:14]([C:13]3[C:7]4[O:6][C:5]([C:3]([N:2]([CH3:20])[CH3:1])=[O:4])=[CH:9][C:8]=4[CH:10]=[CH:11][CH:12]=3)[CH2:15][CH2:16]2)=[N:35][CH:36]=[CH:37][CH:38]=1. The product is COC=1C(=NC=CC1)CCN1CCN(CC1)C1=CC=CC=2C=C(OC21)C(=O)N(C)C (7-(4-(2-(3-Methoxy-2-pyridyl)ethyl)piperazin-1-yl)-N,N-dimethylbenzofuran-2-carboxamide). Reactants: CN(C(=O)C=1OC2=C(C1)C=CC=C2N2CCNCC2)C (N,N-dimethyl-7-(piperazin-1-yl)benzofuran-2-carboxamide), CC1=CC=C(C=C1)S(=O)(=O)OCCC1=NC=CC=C1OC (2-(3-methoxypyridin-2-yl)ethyl 4-methylbenzenesulfonate). Reported procedure: The compound was prepared according to the procedure disclosed in Example 46 starting from N,N-dimethyl-7-(piperazin-1-yl)benzofuran-2-carboxamide (0.085 g, 0.31 mmol) (Example 39d) and 2-(3-methoxypyridin-2-yl)ethyl 4-methylbenzenesulfonate (0.092 g, 0.31 mmol). The product was purified by preparative HPLC to give the title compound. Starting materials: C1CCOC1, COC(=O)COc1ccc(-c2ccc3c(c2)c(Cc2ccccc2)c(-c2ccccc2)n3C)cc1, CO, [K+], [OH-]. Yields the product Cn1c(-c2ccccc2)c(Cc2ccccc2)c2cc(-c3ccc(OCC(=O)O)cc3)ccc21. Reaction SMILES: [CH2:38]1[O:39][CH2:40][CH2:41][CH2:42]1.[CH3:1][O:2][C:3]([CH2:4][O:5][c:6]1[cH:7][cH:8][c:9](-[c:12]2[cH:13][c:14]3[c:15]([CH2:28][c:29]4[cH:30][cH:31][cH:32][cH:33][cH:34]4)[c:16](-[c:22]4[cH:23][cH:24][cH:25][cH:26][cH:27]4)[n:17]([CH3:21])[c:18]3[cH:19][cH:20]2)[cH:10][cH:11]1)=[O:35].[CH3:43][OH:44].[K+:37].[OH-:36]>>[O:2]=[C:3]([CH2:4][O:5][c:6]1[cH:7][cH:8][c:9](-[c:12]2[cH:13][c:14]3[c:15]([CH2:28][c:29]4[cH:30][cH:31][cH:32][cH:33][cH:34]4)[c:16](-[c:22]4[cH:23][cH:24][cH:25][cH:26][cH:27]4)[n:17]([CH3:21])[c:18]3[cH:19][cH:20]2)[cH:10][cH:11]1)[OH:35].